This data is from the Open Reaction Database (ORD), a public repository of structured organic reaction records. The task is: describe an organic reaction: reactants, conditions, products, and yield Reactants: oxalate salt, CC1=C(C=CC(=C1)C1=NOC(=N1)C)C1=CC=C(C=C1)C(=O)O (2'-methyl-4'-(5-methyl-1,2,4-oxadiazol-3-yl)biphenyl-4-carboxylic acid), CN(CCOC=1C=C(N)C=CC1C(C)C)C (3-(2-dimethylaminoethoxy)-4-isopropylaniline), Example 20. The product is CN(CCOC=1C=C(C=CC1C(C)C)NC(=O)C1=CC=C(C=C1)C1=C(C=C(C=C1)C1=NOC(=N1)C)C)C (N-[3-(2-Dimethylaminoethoxy)-4-isopropylphenyl]-2'-methyl-4'-(5-methyl-1,2,4-oxadiazol-3-yl)biphenyl-4-carboxamide). Procedure details: The title compound was prepared from 2'-methyl-4'-(5-methyl-1,2,4-oxadiazol-3-yl)biphenyl-4-carboxylic acid (EP0533268A1) and 3-(2-dimethylaminoethoxy)-4-isopropylaniline (D56) using a similar procedure to Example 20 (89%). The freebase was converted to the oxalate salt mp 219°-223° C. As a reaction SMILES: [CH3:1][C:2]1[CH:7]=[C:6]([C:8]2[N:12]=[C:11]([CH3:13])[O:10][N:9]=2)[CH:5]=[CH:4][C:3]=1[C:14]1[CH:19]=[CH:18][C:17]([C:20]([OH:22])=O)=[CH:16][CH:15]=1.[CH3:23][N:24]([CH3:38])[CH2:25][CH2:26][O:27][C:28]1[CH:29]=[C:30]([CH:32]=[CH:33][C:34]=1[CH:35]([CH3:37])[CH3:36])[NH2:31]>>[CH3:38][N:24]([CH3:23])[CH2:25][CH2:26][O:27][C:28]1[CH:29]=[C:30]([NH:31][C:20]([C:17]2[CH:18]=[CH:19][C:14]([C:3]3[CH:4]=[CH:5][C:6]([C:8]4[N:12]=[C:11]([CH3:13])[O:10][N:9]=4)=[CH:7][C:2]=3[CH3:1])=[CH:15][CH:16]=2)=[O:22])[CH:32]=[CH:33][C:34]=1[CH:35]([CH3:37])[CH3:36].